Dataset: the Open Reaction Database (ORD), a public repository of structured organic reaction records. Task: describe an organic reaction: reactants, conditions, products, and yield Solvent: C(Cl)Cl (CH2Cl2). The yield is 79.0%. As a reaction SMILES: [F:1][C:2]([F:21])([F:20])[C:3]1[N:4]=[C:5]([NH:8][C:9]2[CH:14]=[CH:13][C:12]([C@@H:15]([CH3:19])[C:16](O)=[O:17])=[CH:11][CH:10]=2)[S:6][CH:7]=1.[NH3:22]>C(Cl)Cl>[F:1][C:2]([F:21])([F:20])[C:3]1[N:4]=[C:5]([NH:8][C:9]2[CH:14]=[CH:13][C:12]([C@@H:15]([CH3:19])[C:16]([NH2:22])=[O:17])=[CH:11][CH:10]=2)[S:6][CH:7]=1. Reactants: FC(C=1N=C(SC1)NC1=CC=C(C=C1)[C@H](C(=O)O)C)(F)F ((2R)-2-(4-{[4-(trifluoromethyl)-1,3-thiazol-2-yl]amino}phenyl)propanoic acid), 1,1-carbonyldiimidazole, N (ammonia). Procedure details: To a cooled mixture (0-5° C.) of (2R)-2-(4-{[4-(trifluoromethyl)-1,3-thiazol-2-yl]amino}phenyl)propanoic acid (1 g, 3.16 mmol) in CH2Cl2 (20 mL), 1,1-carbonyldiimidazole (CDI) (0.512 g, 3.16 mmol) was added. After stirring for 1 h at 0-5° C. gaseous ammonia was bubbled into the mixture for 4 h and then left stirring at room temperature until the complete disappearance of the starting material. The reaction was quenched adding a H3PO4/H2PO4− buffer solution (pH=2.0, 5 ml), the two phases were sep... Product: FC(C=1N=C(SC1)NC1=CC=C(C=C1)[C@H](C(=O)N)C)(F)F ((2R)-2-(4-{[4-(trifluoromethyl)-1,3-thiazol-2-yl]amino}phenyl) propanamide). The yield is 14.3%. Run at time 8 hour. Starting materials: O1[C@@H](C1)COS(=O)(=O)C1=CC(=CC=C1)[N+](=O)[O-] ((2S)-oxiran-2-ylmethyl-3-nitrobenzenesulfonate), OC1=C(C=CC=C1)CC(=O)N1C[C@H](CC1)O ((3S)-1-[(2-hydroxyphenyl)acetyl]pyrrolidin-3-ol), C(=O)([O-])[O-].[Cs+].[Cs+] (Cs2CO3). Reaction SMILES: [O:1]1[CH2:3][C@H:2]1[CH2:4]OS(C1C=CC=C([N+]([O-])=O)C=1)(=O)=O.[OH:18][C:19]1[CH:24]=[CH:23][CH:22]=[CH:21][C:20]=1[CH2:25][C:26]([N:28]1[CH2:32][CH2:31][C@H:30]([OH:33])[CH2:29]1)=[O:27].C([O-])([O-])=O.[Cs+].[Cs+]>CN(C=O)C>[O:1]1[CH2:3][C@H:2]1[CH2:4][O:18][C:19]1[CH:24]=[CH:23][CH:22]=[CH:21][C:20]=1[CH2:25][C:26]([N:28]1[CH2:32][CH2:31][C@H:30]([OH:33])[CH2:29]1)=[O:27] |f:2.3.4|. Solvent: CN(C)C=O (DMF). Procedure details: A mixture of (2S)-oxiran-2-ylmethyl-3-nitrobenzenesulfonate (228 mg, 0.88 mmol), (3S)-1-[(2-hydroxyphenyl)acetyl]pyrrolidin-3-ol (196 mg, 0.88 mmol) and Cs2CO3 (344 mg, 1.05 mmol) in DMF (5 mL) was stirred at room temperature overnight. The reaction mixture was partitioned between ethyl acetate and H2O. The organic layer was dried over Na2SO4, filtered and concentrated. The residue was purified by silica gel flash chromatography/(0-3% methanol in dichloromethane) to give the subtitled compound (... The product is O1[C@@H](C1)COC1=C(C=CC=C1)CC(=O)N1C[C@H](CC1)O ((3S)-1-({2-[(2S)-Oxiran-2-ylmethoxy]phenyl}acetyl)pyrrolidin-3-ol). The reactants are ClCCl, CCOCC, CC(CO)c1ccc(Cl)cc1, O=[Cr](=O)([O-])Cl, c1cc[nH+]cc1. Product: CC(C=O)c1ccc(Cl)cc1. RXN SMILES: [CH2:23]([Cl:24])[Cl:25].[CH3:26][CH2:27][O:28][CH2:29][CH3:30].[Cl:12][c:13]1[cH:14][cH:15][c:16]([CH:19]([CH2:20][OH:21])[CH3:22])[cH:17][cH:18]1.[O:1]=[Cr:2]([Cl:3])([O-:4])=[O:5].[nH+:6]1[cH:7][cH:8][cH:9][cH:10][cH:11]1>>[Cl:12][c:13]1[cH:14][cH:15][c:16]([CH:19]([CH:20]=[O:21])[CH3:22])[cH:17][cH:18]1. The reactants are CCC(O)(CC)CCCSC(C)C1=CCC2C3=CC=C4CC(O)CC(O[Si](C)(C)C(C)(C)C)C4(C)C3CCC12C, CCCC[N+](CCCC)(CCCC)CCCC, [F-], C1CCOC1. The product is CCC(O)(CC)CCCSC(C)C1=CCC2C3=CC=C4CC(O)CC(O)C4(C)C3CCC12C. RXN SMILES: [C:1]([Si:2]([CH3:3])([CH3:4])[O:6][CH:7]1[CH2:8][CH:9]([OH:38])[CH2:10][C:11]2=[CH:12][CH:13]=[C:14]3[CH:15]4[CH2:16][CH:17]=[C:18]([CH:19]([CH3:20])[S:21][CH2:22][CH2:23][CH2:24][C:25]([CH2:26][CH3:27])([OH:28])[CH2:29][CH3:30])[C:31]4([CH3:37])[CH2:32][CH2:33][CH:34]3[C:35]12[CH3:36])([CH3:5])([CH3:39])[CH3:40].[CH2:42]([N+:43]([CH2:44][CH2:45][CH2:46][CH3:47])([CH2:48][CH2:49][CH2:50][CH3:51])[CH2:52][CH2:53][CH2:54][CH3:55])[CH2:56][CH2:57][CH3:58].[F-:41].[O:59]1[CH2:60][CH2:61][CH2:62][CH2:63]1>>[OH:6][CH:7]1[CH2:8][CH:9]([OH:38])[CH2:10][C:11]2=[CH:12][CH:13]=[C:14]3[CH:15]4[CH2:16][CH:17]=[C:18]([CH:19]([CH3:20])[S:21][CH2:22][CH2:23][CH2:24][C:25]([CH2:26][CH3:27])([OH:28])[CH2:29][CH3:30])[C:31]4([CH3:37])[CH2:32][CH2:33][CH:34]3[C:35]12[CH3:36]. Starting materials: CC(CC=O)C (3-methylbutanal), [Si](C)(C)(C(C)(C)C)OCCCN1C(N(C2=C(C1=O)C(=C(N=C2)Cl)C(O)C2=CC=C(C=C2)Cl)C)=O (3-(3-(tert-butyldimethylsilyloxy)propyl)-6-chloro-5-((4-chlorophenyl) (hydroxy)methyl)-1-methylpyrido[3,4-d]pyrimidine-2,4(1H,3H)-dione), [Si](C)(C)(C(C)(C)C)OCCCN1C(N(C2=C(C1=O)C(=C(N=C2)Cl)C(O)C2=CC=C(C=C2)Cl)C)=O (3-(3-(tert-butyldimethylsilyloxy)propyl)-6-chloro-5-((4-chlorophenyl) (hydroxy)methyl)-1-methylpyrido[3,4-d]pyrimidine-2,4(1H,3H)-dione), [Li+].CC(C)[N-]C(C)C (LDA). The solvent is C1CCOC1 (THF), C1CCOC1 (THF). Conditions: temperature -78 celsius, time 30 minute. The product is [Si](C)(C)(C(C)(C)C)OCCCN1C(N(C2=C(C1=O)C(=C(N=C2)Cl)C(CC(C)C)O)C)=O (3-(3-(tert-butyldimethylsilyloxy)propyl)-6-chloro-5-(1-hydroxy-3-methylbutyl)-1-methylpyrido[3,4-d]pyrimidine-2,4(1H,3H)-dione). The yield is 32.9%. Reaction SMILES: [Si:1]([O:8][CH2:9][CH2:10][CH2:11][N:12]1[C:17](=[O:18])[C:16]2[C:19]([CH:24]([C:26]3C=CC(Cl)=[CH:28][CH:27]=3)[OH:25])=[C:20]([Cl:23])[N:21]=[CH:22][C:15]=2[N:14]([CH3:33])[C:13]1=[O:34])([C:4]([CH3:7])([CH3:6])[CH3:5])([CH3:3])[CH3:2].[Li+].[CH3:36]C([N-]C(C)C)C.CC(C)CC=O>C1COCC1>[Si:1]([O:8][CH2:9][CH2:10][CH2:11][N:12]1[C:17](=[O:18])[C:16]2[C:19]([CH:24]([OH:25])[CH2:26][CH:27]([CH3:36])[CH3:28])=[C:20]([Cl:23])[N:21]=[CH:22][C:15]=2[N:14]([CH3:33])[C:13]1=[O:34])([C:4]([CH3:5])([CH3:7])[CH3:6])([CH3:2])[CH3:3] |f:1.2|. Procedure details: To a solution of 3-(3-(tert-butyldimethylsilyloxy)propyl)-6-chloro-1-methylpyrido[3,4-d]pyrimidine-2,4(1H,3H)-dione (See Compound 49, step 3, 1.149 g, 3 mmol) in THF (30 mL) at −78° C. was added LDA (2M in THF, 7.5 mL, 15 mmol) dropwise. The reaction was stirred at −78° C. for 30 min then 3-methylbutanal (516 mg, 6 mmol) in THF (5 mL) was added dropwise. The reaction was stirred at −78° C. for 20 min, quenched with aq. NH4Cl (5 mL) then diluted with EA (15 mL) and water (5 mL). The organic layer... Starting materials: ClCCCCOc1ccccc1C=Cc1nc2ccccc2s1, Cl, c1c[nH]cn1. Yields the product C(=Cc1ccccc1OCCCCn1ccnc1)c1nc2ccccc2s1. Reaction SMILES: [Cl:1][CH2:2][CH2:3][CH2:4][CH2:5][O:6][c:7]1[c:8]([CH:13]=[CH:14][c:15]2[s:16][c:17]3[c:18]([n:19]2)[cH:20][cH:21][cH:22][cH:23]3)[cH:9][cH:10][cH:11][cH:12]1.[ClH:29].[nH:24]1[cH:25][n:26][cH:27][cH:28]1>>[CH2:2]([CH2:3][CH2:4][CH2:5][O:6][c:7]1[c:8]([CH:13]=[CH:14][c:15]2[s:16][c:17]3[c:18]([n:19]2)[cH:20][cH:21][cH:22][cH:23]3)[cH:9][cH:10][cH:11][cH:12]1)[n:24]1[cH:25][n:26][cH:27][cH:28]1. The reactants are CC#N, OC(c1ccccc1)c1ccccc1, Nc1ccc(Cl)cc1I, O, O=S(=O)(O)c1ccccc1. Product: Clc1ccc(NC(c2ccccc2)c2ccccc2)c(I)c1. RXN SMILES: [CH3:35][C:36]#[N:37].[CH:20]([c:21]1[cH:22][cH:23][cH:24][cH:25][cH:26]1)([c:27]1[cH:28][cH:29][cH:30][cH:31][cH:32]1)[OH:33].[Cl:1][c:2]1[cH:3][c:4]([I:9])[c:5]([NH2:8])[cH:6][cH:7]1.[OH2:34].[c:10]1([S:11]([OH:12])(=[O:13])=[O:14])[cH:15][cH:16][cH:17][cH:18][cH:19]1>>[Cl:1][c:2]1[cH:3][c:4]([I:9])[c:5]([NH:8][CH:20]([c:21]2[cH:22][cH:23][cH:24][cH:25][cH:26]2)[c:27]2[cH:28][cH:29][cH:30][cH:31][cH:32]2)[cH:6][cH:7]1. Product: C1=C2C3=C(N4C2=C(C=C1)CC4)CCCNC3=O (4,5,7,8,9,10-Hexahydro-11H-azepino[4,3-b]pyrrolo[3,2,1-hi]indol-11-one). Procedure details: 4,5,8,9-Tetrahydropyrrolo[3,2,1-jk]carbazol-10(7H)-one oxime (244 mg) was added to polyphosphoric acid (20 ml) at 120°, and the mixture was stirred at 120° for 1 h. After cooling, the mixture was poured into water (150 ml) and extracted with dichloromethane: ethanol (10:1; 4×100 ml). The combined, dried organic extracts were evaporated under reduced pressure to give a solid (150 mg) which was purified by FCC eluting with System A (100:10:1) to give the title compound (92 mg), t.l.c. (System A, 1... Starting materials: C1=C2C=3C(CCCC3N3C2=C(C=C1)CC3)=NO (4,5,8,9-Tetrahydropyrrolo[3,2,1-jk]carbazol-10(7H)-one oxime), polyphosphoric acid, O (water). Run at time 1 hour. RXN SMILES: [CH:1]1[CH:13]=[CH:12][C:11]2[CH2:14][CH2:15][N:9]3[C:10]=2[C:2]=1[C:3]1[C:4](=[N:16]O)[CH2:5][CH2:6][CH2:7][C:8]=13.[OH2:18]>>[CH:1]1[CH:13]=[CH:12][C:11]2[CH2:14][CH2:15][N:9]3[C:10]=2[C:2]=1[C:3]1[C:4](=[O:18])[NH:16][CH2:5][CH2:6][CH2:7][C:8]=13. The reactants are C1(=C(C(=CC(=C1)C)C)S(=O)(=O)Cl)C (2-Mesitylenesulfonyl chloride), NCCCCN (1,4-diaminobutane). Solvent: C(Cl)Cl (CH2Cl2), [OH-].[Na+] (NaOH). Run at time 24 hour. Yields the product C1(=C(C(=CC(=C1)C)C)S(=O)(=O)NCCCCNS(=O)(=O)C1=C(C=C(C=C1C)C)C)C (N,N′-bis-(mesitylenesulfonyl)putrescine). The yield is 89.5%. Reaction SMILES: [C:1]1([CH3:13])[CH:6]=[C:5]([CH3:7])[CH:4]=[C:3]([CH3:8])[C:2]=1[S:9](Cl)(=[O:11])=[O:10].[NH2:14][CH2:15][CH2:16][CH2:17][CH2:18][NH2:19]>C(Cl)Cl.[OH-].[Na+]>[C:1]1([CH3:13])[CH:6]=[C:5]([CH3:7])[CH:4]=[C:3]([CH3:8])[C:2]=1[S:9]([NH:14][CH2:15][CH2:16][CH2:17][CH2:18][NH:19][S:9]([C:2]1[C:3]([CH3:8])=[CH:4][C:5]([CH3:7])=[CH:6][C:1]=1[CH3:13])(=[O:11])=[O:10])(=[O:11])=[O:10] |f:3.4|. Reported procedure: 2-Mesitylenesulfonyl chloride (54.40 g, 0.249 mol) in CH2Cl2 (300 ml) was added to 1,4-diaminobutane (11.34 g, 0.129 mol) in 1 N NaOH (300 ml) at 0° C., and the biphasic mixture was stirred for 24 hours at room temperature. Organic solvent was evaporated and 2.4 N HCl (250 ml) was added to the combined portions. Solid was filtered, washed with water (250 ml) and recrystallized from aqueous ethanol to give 50.46 g (90%) of (1) as needles: mp 156.5-157.5° C.; NMR (CDCl3/TMS) δ 1.36-1.60 (m, 4H), 2...